Dataset: the Open Reaction Database (ORD), a public repository of structured organic reaction records. Task: describe an organic reaction: reactants, conditions, products, and yield Reactants: CC#N, Clc1ccnc(Cl)n1, [Na+], [Na+], O=C([O-])[O-], O, O=S(=O)(c1ccccc1)n1cc(B(O)O)c2ccccc21, c1ccc(P(c2ccccc2)(c2ccccc2)[Pd](P(c2ccccc2)(c2ccccc2)c2ccccc2)(P(c2ccccc2)(c2ccccc2)c2ccccc2)P(c2ccccc2)(c2ccccc2)c2ccccc2)cc1. Product: O=S(=O)(c1ccccc1)n1cc(-c2ccnc(Cl)n2)c2ccccc21. Reaction SMILES: [C:37](#[N:38])[CH3:39].[Cl:1][c:2]1[n:3][cH:4][cH:5][c:6]([Cl:8])[n:7]1.[Na+:30].[Na+:31].[O-:32][C:33](=[O:34])[O-:35].[OH2:36].[c:9]1([S:15](=[O:16])(=[O:17])[n:18]2[cH:19][c:20]([B:27]([OH:28])[OH:29])[c:21]3[cH:22][cH:23][cH:24][cH:25][c:26]23)[cH:10][cH:11][cH:12][cH:13][cH:14]1.[cH:40]1[cH:41][cH:42][c:43]([P:44]([Pd:45]([P:46]([c:47]2[cH:48][cH:49][cH:50][cH:51][cH:52]2)([c:53]2[cH:54][cH:55][cH:56][cH:57][cH:58]2)[c:59]2[cH:60][cH:61][cH:62][cH:63][cH:64]2)([P:65]([c:66]2[cH:67][cH:68][cH:69][cH:70][cH:71]2)([c:72]2[cH:73][cH:74][cH:75][cH:76][cH:77]2)[c:78]2[cH:79][cH:80][cH:81][cH:82][cH:83]2)[P:84]([c:85]2[cH:86][cH:87][cH:88][cH:89][cH:90]2)([c:91]2[cH:92][cH:93][cH:94][cH:95][cH:96]2)[c:97]2[cH:98][cH:99][cH:100][cH:101][cH:102]2)([c:103]2[cH:104][cH:105][cH:106][cH:107][cH:108]2)[c:109]2[cH:110][cH:111][cH:112][cH:113][cH:114]2)[cH:115][cH:116]1>>[Cl:1][c:2]1[n:3][cH:4][cH:5][c:6](-[c:20]2[cH:19][n:18]([S:15]([c:9]3[cH:10][cH:11][cH:12][cH:13][cH:14]3)(=[O:16])=[O:17])[c:26]3[c:21]2[cH:22][cH:23][cH:24][cH:25]3)[n:7]1.